This data is from the Open Reaction Database (ORD), a public repository of structured organic reaction records. The task is: describe an organic reaction: reactants, conditions, products, and yield Reactants: CC(=O)O, O=C[O-], [NH4+], COC(=O)C=Cc1cncnc1. Product: COC(=O)CCc1cncnc1. As a reaction SMILES: [CH3:17][C:18](=[O:19])[OH:20].[CH:13]([O-:14])=[O:15].[NH4+:16].[n:1]1[cH:2][n:3][cH:4][c:5]([CH:7]=[CH:8][C:9](=[O:10])[O:11][CH3:12])[cH:6]1>>[n:1]1[cH:2][n:3][cH:4][c:5]([CH2:7][CH2:8][C:9](=[O:10])[O:11][CH3:12])[cH:6]1. Starting materials: C(C=C)OC(=O)NC(C(=O)O)O (N-allyloxycarbonyl-α-hydroxyglycine), S1C2=C(C=C1)C=CC=C2 (benzo[b]thiophene). Run in FC(C(=O)O)(F)F (trifluoroacetic acid). Yields the product C(C=C)OC(=O)N(CC(=O)O)C1=CSC2=C1C=CC=C2 (N-allyloxycarbonyl-(3-benzothienyl)glycine). The yield is 88.0%. As a reaction SMILES: [CH2:1]([O:4][C:5]([NH:7][CH:8](O)[C:9]([OH:11])=[O:10])=[O:6])[CH:2]=[CH2:3].[S:13]1[CH:17]=[CH:16][C:15]2[CH:18]=[CH:19][CH:20]=[CH:21][C:14]1=2>FC(F)(F)C(O)=O>[CH2:1]([O:4][C:5]([N:7]([C:16]1[C:15]2[CH:18]=[CH:19][CH:20]=[CH:21][C:14]=2[S:13][CH:17]=1)[CH2:8][C:9]([OH:11])=[O:10])=[O:6])[CH:2]=[CH2:3]. Procedure: A solution of 5.15 g (29.4 mM) of DL N-allyloxycarbonyl-α-hydroxyglycine and 3.95 g (29.4 mM) of benzo[b]thiophene in 40 ml of trifluoroacetic acid was stirred at 22.5° C. for eighteen hours. The reaction mixture was then concentrated by evaporation under reduced pressure to given an oil, and the oil was dissolved in a mixture of 100 ml of ethyl acetate and 100 ml of water. The organic layer was separated, and the aqueous layer was extracted twice more with 50 ml portions of fresh ethyl acetate.... As a reaction SMILES: [CH3:24][I:25].[H-:23].[N+:1](=[O:2])([O-:3])[c:4]1[cH:5][cH:6][c:7]([O:8][c:9]2[cH:10][c:11]3[c:15]([cH:16][cH:17]2)[C:14](=[O:18])[NH:13][C:12]3=[O:19])[cH:20][cH:21]1.[Na+:22].[O:27]=[CH:28][N:29]([CH3:30])[CH3:31].[OH2:26]>>[N+:1](=[O:2])([O-:3])[c:4]1[cH:5][cH:6][c:7]([O:8][c:9]2[cH:10][c:11]3[c:15]([cH:16][cH:17]2)[C:14](=[O:18])[N:13]([CH3:24])[C:12]3=[O:19])[cH:20][cH:21]1. Starting materials: CI, [H-], O=C1NC(=O)c2cc(Oc3ccc([N+](=O)[O-])cc3)ccc21, [Na+], CN(C)C=O, O. The product is CN1C(=O)c2ccc(Oc3ccc([N+](=O)[O-])cc3)cc2C1=O. Starting materials: CN1C2CCC1CC(=O)C2, Cc1ccccc1, O=C(Cl)OCc1ccccc1, [K+], [K+], O=C([O-])[O-]. Product: O=C1CC2CCC(C1)N2C(=O)OCc1ccccc1. Reaction SMILES: [CH3:1][N:2]1[CH:3]2[CH2:4][CH2:5][CH:6]1[CH2:7][C:8](=[O:9])[CH2:10]2.[CH3:28][c:29]1[cH:30][cH:31][cH:32][cH:33][cH:34]1.[Cl:11][C:12](=[O:13])[O:14][CH2:15][c:16]1[cH:17][cH:18][cH:19][cH:20][cH:21]1.[K+:22].[K+:23].[O-:24][C:25]([O-:26])=[O:27]>>[N:2]1([C:12](=[O:13])[O:14][CH2:15][c:16]2[cH:17][cH:18][cH:19][cH:20][cH:21]2)[CH:3]2[CH2:4][CH2:5][CH:6]1[CH2:7][C:8](=[O:9])[CH2:10]2. Reactants: C(C=C)OC1=C(C(=C(C=O)C=C1)O[Si](C)(C)C(C)(C)C)O[Si](C)(C)C(C)(C)C (4-Allyloxy-2,3-di(t-butyldimethylsilyloxy)benzaldehyde), O (water), C(CCC)[Li] (n-Butyllithium), [Br-].COC=1C=C(C[PH3+])C=C(C1OC)OC (3,4,5-trimethoxybenzylphosphonium bromide). Solvent: C1CCOC1 (THF), C1CCOC1 (THF). Conditions: temperature -70 celsius, time 15 minute. Yields the product [Si](C)(C)(C(C)(C)C)OC1=C(C(=CC=C1\C=C/C1=CC(=C(C(=C1)OC)OC)OC)OCC=C)O[Si](C)(C)C(C)(C)C (1,2-Di-(t-butyldimethylsilyloxy)-3-allyloxy-6-[(Z)-2-(3,4,5-trimethoxyphenyl)vinyl]-benzene). The yield is 58.9%. RXN SMILES: C([Li])CCC.[Br-].[CH3:7][O:8][C:9]1[CH:10]=[C:11]([CH:14]=[C:15]([O:19][CH3:20])[C:16]=1[O:17][CH3:18])[CH2:12][PH3+].[CH2:21]([O:24][C:25]1[CH:32]=[CH:31][C:28]([CH:29]=O)=[C:27]([O:33][Si:34]([C:37]([CH3:40])([CH3:39])[CH3:38])([CH3:36])[CH3:35])[C:26]=1[O:41][Si:42]([C:45]([CH3:48])([CH3:47])[CH3:46])([CH3:44])[CH3:43])[CH:22]=[CH2:23].O>C1COCC1>[Si:34]([O:33][C:27]1[C:28](/[CH:29]=[CH:12]\[C:11]2[CH:10]=[C:9]([O:8][CH3:7])[C:16]([O:17][CH3:18])=[C:15]([O:19][CH3:20])[CH:14]=2)=[CH:31][CH:32]=[C:25]([O:24][CH2:21][CH:22]=[CH2:23])[C:26]=1[O:41][Si:42]([C:45]([CH3:48])([CH3:47])[CH3:46])([CH3:43])[CH3:44])([C:37]([CH3:40])([CH3:39])[CH3:38])([CH3:36])[CH3:35] |f:1.2|. Reported procedure: n-Butyllithium (0.37 mL, 0.59 mmol, 1.6 M in hexanes) was added dropwise over 5 min to a solution of 3,4,5-trimethoxybenzylphosphonium bromide (0.27 g, 0.52 mmol) in THF (3 mL) at −10° C. The reaction mixture was stirred at this temperature for 15 min then cooled to −70° C. and a solution of 41 (0.10 g, 0.24 mmol) in THF (3 mL) was added and the reaction mixture was allowed to warm to rt with stirring overnight (16 h). The reaction mixture was cooled to 0° C. and water was added. The reaction mi... The reactants are FC1=C(C=C(C=C1)N(C)C)N (4-fluoro-N1,N1-dimethylbenzene-1,3-diamine), N1=CC=CC=C1 (pyridine), ClC(Cl)(OC(OC(Cl)(Cl)Cl)=O)Cl (triphosgene). Solvent: ClCCl (dichloromethane). Run at temperature 20 celsius, time 18 hour. Product: CN(C=1C=CC(=C(C1)N=C=O)F)C (5-dimethylamino-2-fluorophenyl isocyanate). RXN SMILES: [F:1][C:2]1[CH:7]=[CH:6][C:5]([N:8]([CH3:10])[CH3:9])=[CH:4][C:3]=1[NH2:11].N1C=CC=CC=1.Cl[C:19](Cl)([O:21]C(=O)OC(Cl)(Cl)Cl)Cl>ClCCl>[CH3:10][N:8]([CH3:9])[C:5]1[CH:6]=[CH:7][C:2]([F:1])=[C:3]([N:11]=[C:19]=[O:21])[CH:4]=1. Procedure details: 1.09 g (7.1 mmol) of 4-fluoro-N1,N1-dimethylbenzene-1,3-diamine followed by 4.6 cm3 of pyridine are added, at a temperature in the region of 5° C., under an argon atmosphere, to 2.82 g (9.5 mmol) of triphosgene in solution in 150 cm3 of dichloromethane. After stirring for 18 hours at a temperature in the region of 20° C., the reaction mixture is concentrated to dryness under reduced pressure (2.7 kPa), to give a residue which is triturated in 40 cm3 of tetrahydrofuran. After filtration, a soluti... Starting materials: FC(C=1C=C(C=CC1)C1=CC=C(S1)C(=O)OCC)(F)F (ethyl 5-[3-(trifluoromethyl)phenyl]thiophene-2-carboxylate), [BH4-].[Na+] (sodium tetrahydroborate), [Cl-].[Ca+2].[Cl-] (calcium chloride), O (Water). Solvent: O1CCCC1.C(C)O (tetrahydrofuran ethanol). Run at time 12 hour. The product is FC(C=1C=C(C=CC1)C1=CC=C(S1)CO)(F)F ({5-[3-(trifluoromethyl)phenyl]thiophen-2-yl}methanol). Isolated yield 67.8%. As a reaction SMILES: [F:1][C:2]([F:20])([F:19])[C:3]1[CH:4]=[C:5]([C:9]2[S:13][C:12]([C:14](OCC)=[O:15])=[CH:11][CH:10]=2)[CH:6]=[CH:7][CH:8]=1.[BH4-].[Na+].[Cl-].[Ca+2].[Cl-].O>O1CCCC1.C(O)C>[F:19][C:2]([F:1])([F:20])[C:3]1[CH:4]=[C:5]([C:9]2[S:13][C:12]([CH2:14][OH:15])=[CH:11][CH:10]=2)[CH:6]=[CH:7][CH:8]=1 |f:1.2,3.4.5,7.8|. Procedure details: To a mixed solution of the compound (2.5 g, 8.0 mmol) obtained in Example 39a in tetrahydrofuran/ethanol (v/v=1/2, 36 mL) were added sodium tetrahydroborate (1.8 g, 48 mmol) and calcium chloride (5.4 g, 48 mmol), and the mixture was stirred at room temperature for 12 hr. Water was added to the reaction mixture, and the mixture was extracted with ethyl acetate. The obtained organic layer was washed with saturated brine, dried over anhydrous sodium sulfate, and the solvent was evaporated under red... Starting materials: IC1=CC(=C(C=C1)CN1N=C(C=C1)NC(=O)C1=C(C=NC=C1)C)C(F)(F)F (N-(1-{[4-iodo-2-(trifluoromethyl)phenyl]methyl}-1H-pyrazol-3-yl)-3-methyl-4-pyridinecarboxamide), Intermediate 39, Cl (hydrochloride), O1CCOCC1 (1,4-dioxane). Run in CO (methanol). Yields the product Cl.IC1=CC(=C(C=C1)CN1N=C(C=C1)NC(=O)C1=C(C=NC=C1)C)C(F)(F)F (N-(1-{[4-iodo-2-(trifluoromethyl)phenyl]methyl}-1H-pyrazol-3-yl)-3-methyl-4-pyridinecarboxamide HCl salt). Reaction SMILES: [I:1][C:2]1[CH:7]=[CH:6][C:5]([CH2:8][N:9]2[CH:13]=[CH:12][C:11]([NH:14][C:15]([C:17]3[CH:22]=[CH:21][N:20]=[CH:19][C:18]=3[CH3:23])=[O:16])=[N:10]2)=[C:4]([C:24]([F:27])([F:26])[F:25])[CH:3]=1.[ClH:28].O1CCOCC1>CO>[ClH:28].[I:1][C:2]1[CH:7]=[CH:6][C:5]([CH2:8][N:9]2[CH:13]=[CH:12][C:11]([NH:14][C:15]([C:17]3[CH:22]=[CH:21][N:20]=[CH:19][C:18]=3[CH3:23])=[O:16])=[N:10]2)=[C:4]([C:24]([F:27])([F:25])[F:26])[CH:3]=1 |f:4.5|. Procedure details: To N-(1-{[4-iodo-2-(trifluoromethyl)phenyl]methyl}-1H-pyrazol-3-yl)-3-methyl-4-pyridinecarboxamide (for a preparation see Intermediate 39)(20 mg) dissolved in methanol (1 ml) was added 4.0 M hydrochloride in 1,4-dioxane (0.85 ml, 3.40 mmol). The solvent was removed under a stream of nitrogen and dried in a vacuum oven at 40° C. for 1 h to give the title compound as a white solid (19 mg); LCMS: (System 4) MH+=487, tRET=2.51 min. Reactants: C1CCNCC1, Cc1ccccc1, Cc1ccc(-c2cc(C#N)c(Cl)nc2-c2ccc(Cl)cc2Cl)cc1. Product: Cc1ccc(-c2cc(C#N)c(N3CCCCC3)nc2-c2ccc(Cl)cc2Cl)cc1. As a reaction SMILES: [CH2:25]1[CH2:26][CH2:27][NH:28][CH2:29][CH2:30]1.[CH3:31][c:32]1[cH:33][cH:34][cH:35][cH:36][cH:37]1.[Cl:1][c:2]1[c:3]([C:4]#[N:5])[cH:6][c:7](-[c:18]2[cH:19][cH:20][c:21]([CH3:24])[cH:22][cH:23]2)[c:8](-[c:10]2[c:11]([Cl:17])[cH:12][c:13]([Cl:16])[cH:14][cH:15]2)[n:9]1>>[c:2]1([N:28]2[CH2:27][CH2:26][CH2:25][CH2:30][CH2:29]2)[c:3]([C:4]#[N:5])[cH:6][c:7](-[c:18]2[cH:19][cH:20][c:21]([CH3:24])[cH:22][cH:23]2)[c:8](-[c:10]2[c:11]([Cl:17])[cH:12][c:13]([Cl:16])[cH:14][cH:15]2)[n:9]1. Reactants: C(C)(C)(C)C(=O)CN1C(C(CN(C2=C1C=CC=C2)C2=C(C=CC=C2)F)NC(=O)OCC2=CC=CC=C2)=O (1-tert-Butylcarbonylmethyl-2-oxo-3-benzyloxycarbonylamino-5-(2-fluorophenyl)-1,3,4,5-tetrahydro-2H-1,5-benzodiazepine). The reagents and catalysts are [C].[Pd] (palladium carbon). Solvent: CO (methanol). Product: C(C)(C)(C)C(=O)CN1C(C(CN(C2=C1C=CC=C2)C2=C(C=CC=C2)F)N)=O (1-tert-butylcarbonylmethyl-2-oxo-3-amino-5-(2-fluorophenyl)-1,3,4,5-tetrahydro-2H-1,5-benzodiazepine). Yield: 99.7%. Reaction SMILES: [C:1]([C:5]([CH2:7][N:8]1[C:14]2[CH:15]=[CH:16][CH:17]=[CH:18][C:13]=2[N:12]([C:19]2[CH:24]=[CH:23][CH:22]=[CH:21][C:20]=2[F:25])[CH2:11][CH:10]([NH:26]C(OCC2C=CC=CC=2)=O)[C:9]1=[O:37])=[O:6])([CH3:4])([CH3:3])[CH3:2]>CO.[C].[Pd]>[C:1]([C:5]([CH2:7][N:8]1[C:14]2[CH:15]=[CH:16][CH:17]=[CH:18][C:13]=2[N:12]([C:19]2[CH:24]=[CH:23][CH:22]=[CH:21][C:20]=2[F:25])[CH2:11][CH:10]([NH2:26])[C:9]1=[O:37])=[O:6])([CH3:4])([CH3:2])[CH3:3] |f:2.3|. Procedure: 1-tert-Butylcarbonylmethyl-2-oxo-3-benzyloxycarbonylamino-5-(2-fluorophenyl)-1,3,4,5-tetrahydro-2H-1,5-benzodiazepine (205 mg) was dissolved in methanol (10 ml), 10% palladium carbon (30 mg) was added, under hydrogen atmosphere the filtration, the filtrate was concentrated under reduced pressure, to thereby obtain 150 mg of the titled compound (Yield: 100%).